The task is: describe an organic reaction: reactants, conditions, products, and yield. This data is from the Open Reaction Database (ORD), a public repository of structured organic reaction records. The reactants are C1NC(CC=2C3=CC=CC=C3NC12)C(=O)O ((3RS)-1,2,3,4-tetrahydro-β-carboline-3-carboxylic acid), C(CC1=CC=CC=C1)Br (phenethyl bromide), [OH-].[K+] (KOH), C(=S)=S (carbon disulfide). The solvent is O (water), CS(=O)C (dimethylsulfoxide). The product is C(CC1=CC=CC=C1)SC(=S)N1CC=2NC3=CC=CC=C3C2CC1C(=O)O ((3RS)-2-[(Phenethylthio)thiocarbonyl]-1,2,3,4-tetrahydro-β-carboline-3-carboxylic acid). RXN SMILES: [CH2:1]1[C:13]2[NH:12][C:11]3[C:6](=[CH:7][CH:8]=[CH:9][CH:10]=3)[C:5]=2[CH2:4][CH:3]([C:14]([OH:16])=[O:15])[NH:2]1.[OH-].[K+].[C:19](=[S:21])=[S:20].[CH2:22](Br)[CH2:23][C:24]1[CH:29]=[CH:28][CH:27]=[CH:26][CH:25]=1>O.CS(C)=O>[CH2:22]([S:20][C:19]([N:2]1[CH:3]([C:14]([OH:16])=[O:15])[CH2:4][C:5]2[C:6]3[C:11](=[CH:10][CH:9]=[CH:8][CH:7]=3)[NH:12][C:13]=2[CH2:1]1)=[S:21])[CH2:23][C:24]1[CH:29]=[CH:28][CH:27]=[CH:26][CH:25]=1 |f:1.2|. Procedure: In the same manner as descsribed in Example 32, (3RS)-1,2,3,4-tetrahydro-β-carboline-3-carboxylic acid (3.24 g), KOH (1.75 g), carbon disulfide (0.91 ml), dimethylsulfoxide (20 ml), water (5 ml) and phenethyl bromide (3.33 g) are reacted and treated. The product is crystallized from chloroform to give the title compound (2.77 g), m.p. 89°-90° C. The reactants are IC=1C=C2C(C(NC2=CC1)=O)=O (5-iodo-1H-indole-2,3-dione), C(=O)(C(F)(F)F)O (TFA), C(C)(=O)O (acetic acid), COC(CCCCCCCC(=O)NC1=CC=C(C(=O)NNC(=O)OC(C)(C)C)C=C1)=O (tert-butyl 2-{4-[(9-methoxy-9-oxononanoyl)amino]benzoyl)hydrazinecarboxylate). Conditions: temperature 100 celsius. Product: IC=1C=C2C(C(NC2=CC1)=O)=NNC(=O)C1=CC=C(C=C1)NC(CCCCCCC(=O)OC)=O (methyl 8-[(4-{[2-(5-iodo-2-oxo-1,2-dihydro-3H-indol-3-ylidene)hydrazino]carbonyl}phenyl)amino]-8-oxooctanoate). The yield is 95.0%. As a reaction SMILES: [I:1][C:2]1[CH:3]=[C:4]2[C:8](=[CH:9][CH:10]=1)[NH:7][C:6](=[O:11])[C:5]2=O.[C:13]([OH:19])([C:15](F)(F)F)=[O:14].COC(=O)CC[CH2:25][CH2:26][CH2:27][CH2:28][CH2:29][C:30]([NH:32][C:33]1[CH:49]=[CH:48][C:36]([C:37]([NH:39][NH:40]C(OC(C)(C)C)=O)=[O:38])=[CH:35][CH:34]=1)=[O:31].[C:51](O)(=O)C>>[I:1][C:2]1[CH:3]=[C:4]2[C:8](=[CH:9][CH:10]=1)[NH:7][C:6](=[O:11])[C:5]2=[N:40][NH:39][C:37]([C:36]1[CH:48]=[CH:49][C:33]([NH:32][C:30](=[O:31])[CH2:29][CH2:28][CH2:27][CH2:26][CH2:25][CH2:15][C:13]([O:19][CH3:51])=[O:14])=[CH:34][CH:35]=1)=[O:38]. Procedure: Following the general method as outlined in Example 1, into a suspension of 5-iodo-1H-indole-2,3-dione in acetic acid in the presence of 5% TFA was added tert-butyl 2-{4-[(9-methoxy-9-oxononanoyl)amino]benzoyl)hydrazinecarboxylate. After stirring at 100° C., the reaction mixture was cooled to rt and a yellow solid precipitated out. Filtration on a fritté, washing with AcOH, water and drying under vacuo at 70° C. for 21 hrs gave 611 mg of the title compound (95%) as a yellow solid in 98.1% purity... Reactants: solution, C(C1=CC=CC=C1)[Mg]Cl (benzylmagnesium chloride), FC(CC(=O)Cl)=C(F)F (3,4,4-trifluoro-3-butenoyl chloride). The reagents and catalysts are [Cu]I (copper(I)iodide). Run in CCOCC (ether), CCOCC (ether). Product: FC(CC(=O)C1=C(C=CC=C1)C)=C(F)F (3,4,4-trifluoro-1-(2-methylphenyl)-3-buten-1-one). RXN SMILES: [F:1][C:2](=[C:7]([F:9])[F:8])[CH2:3][C:4](Cl)=[O:5].[CH2:10]([Mg]Cl)[C:11]1[CH:16]=[CH:15][CH:14]=[CH:13][CH:12]=1>CCOCC.[Cu]I>[F:1][C:2](=[C:7]([F:9])[F:8])[CH2:3][C:4]([C:12]1[CH:13]=[CH:14][CH:15]=[CH:16][C:11]=1[CH3:10])=[O:5]. Procedure details: To a solution of 3,4,4-trifluoro-3-butenoyl chloride (3.75 g, 23.65 mmol) in anhyd. ether (100 mL) was treated with copper(I)iodide (2.28 g, 12 mmol) followed by 24 mL of 1.0M solution of benzylmagnesium chloride in ether dropwise at -78° C. with stirring under nitrogen. The reaction mixture was stirred at -78° C. for 10 min and allowed to reach to r.t. and filtered. The filtrate was successively washed with 2N HCl, 5% sodium bicarbonate and brine, and dried. The residue, a mixture of several pr... Reactants: CCCCCCCCCCCOc1cc(CO)cc(OCCCCCCCCCCC)c1, ClCCl, CN(C)C=O, O=S(Cl)Cl, c1ccncc1. Yields the product CCCCCCCCCCCOc1cc(CCl)cc(OCCCCCCCCCCC)c1. As a reaction SMILES: [CH2:10]([CH2:11][CH2:12][CH2:13][CH2:14][CH2:15][CH2:16][CH2:17][CH2:18][CH2:19][CH3:20])[O:21][c:22]1[cH:23][c:24]([CH2:25][OH:26])[cH:27][c:28]([O:30][CH2:31][CH2:32][CH2:33][CH2:34][CH2:35][CH2:36][CH2:37][CH2:38][CH2:39][CH2:40][CH3:41])[cH:29]1.[Cl:48][CH2:49][Cl:50].[O:1]=[CH:2][N:3]([CH3:4])[CH3:5].[S:6]([Cl:7])([Cl:8])=[O:9].[cH:42]1[cH:43][cH:44][n:45][cH:46][cH:47]1>>[Cl:8][CH2:25][c:24]1[cH:23][c:22]([O:21][CH2:10][CH2:11][CH2:12][CH2:13][CH2:14][CH2:15][CH2:16][CH2:17][CH2:18][CH2:19][CH3:20])[cH:29][c:28]([O:30][CH2:31][CH2:32][CH2:33][CH2:34][CH2:35][CH2:36][CH2:37][CH2:38][CH2:39][CH2:40][CH3:41])[cH:27]1. The product is O=C(Nc1nccs1)NC(Cc1ccccc1)(c1ccc(F)cc1)c1cc(F)cc(OC(F)(F)C(F)F)c1. The reactants are C1CCOC1, CN1CCCC1, C=C(C)OC(=O)NC(Cc1ccccc1)(c1ccc(F)cc1)c1cc(F)cc(OC(F)(F)C(F)F)c1, Nc1nccs1. Reaction SMILES: [CH2:49]1[O:50][CH2:51][CH2:52][CH2:53]1.[CH3:43][N:44]1[CH2:45][CH2:46][CH2:47][CH2:48]1.[F:1][c:2]1[cH:3][c:4]([C:15]([CH2:16][c:17]2[cH:18][cH:19][cH:20][cH:21][cH:22]2)([c:23]2[cH:24][cH:25][c:26]([F:29])[cH:27][cH:28]2)[NH:30][C:31]([O:32][C:34]([CH3:35])=[CH2:36])=[O:33])[cH:5][c:6]([O:8][C:9]([CH:10]([F:11])[F:12])([F:13])[F:14])[cH:7]1.[NH2:37][c:38]1[s:39][cH:40][cH:41][n:42]1>>[F:1][c:2]1[cH:3][c:4]([C:15]([CH2:16][c:17]2[cH:18][cH:19][cH:20][cH:21][cH:22]2)([c:23]2[cH:24][cH:25][c:26]([F:29])[cH:27][cH:28]2)[NH:30][C:31](=[O:32])[NH:37][c:38]2[s:39][cH:40][cH:41][n:42]2)[cH:5][c:6]([O:8][C:9]([CH:10]([F:11])[F:12])([F:13])[F:14])[cH:7]1.